describe an organic reaction: reactants, conditions, products, and yield From a dataset of the Open Reaction Database (ORD), a public repository of structured organic reaction records. Reactants: N(=NC(=O)OC(C)(C)C)C(=O)OC(C)(C)C (di-tert-butyl azodicarboxylate), C1(CCC1)N1CCN(CC1)C(=O)[C@@H]1CC[C@@H](CC1)O (cis-(4-cyclobutyl-piperazin-1-yl)-(4-hydroxy-cyclohexyl)-methanone), N1(N=CN=C1)C1=CC=C(C=C1)O (4-(1,2,4-triazole-1-yl)phenol), C1(=CC=CC=C1)P(C1=CC=CC=C1)C1=CC=CC=C1 (triphenylphosphine). The solvent is C1CCOC1 (THF), C1CCOC1 (THF). Reaction conditions: time 72 hour. Yields the product C1(CCC1)N1CCN(CC1)C(=O)[C@@H]1CC[C@H](CC1)OC1=CC=C(C=C1)N1N=CN=C1 (trans-(4-Cyclobutyl-piperazin-1-yl)-[4-(4-[1,2,4]triazol-1-yl-phenoxy)-cyclohexyl]-methanone). Yield: 11.4%. As a reaction SMILES: [CH:1]1([N:5]2[CH2:10][CH2:9][N:8]([C:11]([C@H:13]3[CH2:18][CH2:17][C@@H:16]([OH:19])[CH2:15][CH2:14]3)=[O:12])[CH2:7][CH2:6]2)[CH2:4][CH2:3][CH2:2]1.[N:20]1([C:25]2[CH:30]=[CH:29][C:28](O)=[CH:27][CH:26]=2)[CH:24]=[N:23][CH:22]=[N:21]1.C1(P(C2C=CC=CC=2)C2C=CC=CC=2)C=CC=CC=1.N(C(OC(C)(C)C)=O)=NC(OC(C)(C)C)=O>C1COCC1>[CH:1]1([N:5]2[CH2:10][CH2:9][N:8]([C:11]([C@H:13]3[CH2:18][CH2:17][C@H:16]([O:19][C:28]4[CH:29]=[CH:30][C:25]([N:20]5[CH:24]=[N:23][CH:22]=[N:21]5)=[CH:26][CH:27]=4)[CH2:15][CH2:14]3)=[O:12])[CH2:7][CH2:6]2)[CH2:4][CH2:3][CH2:2]1. Reported procedure: To a mixture of 200 mg (0.75 mmol) of cis-(4-cyclobutyl-piperazin-1-yl)-(4-hydroxy-cyclohexyl)-methanone, 133 mg (0.83 mmol) of 4-(1,2,4-triazole-1-yl)phenol, 241 mg (0.92 mmol) of triphenylphosphine in 1.5 ml of THF, a mixture of 212 mg (0.92 mmol) of di-tert-butyl azodicarboxylate in 1.5 ml of THF was added dropwise at 0° C., and stirred for 72 h at room temperature. After evaporation, the residue was purified by column chromatography on silica gel elating with CH2Cl2 and methanol=from 99:1 to...